Dataset: the Open Reaction Database (ORD), a public repository of structured organic reaction records. Task: describe an organic reaction: reactants, conditions, products, and yield Reactants: CNc1ccc(OCc2ccccc2)cc1C, CN(C)C=O, CCOC(C)=O, O=C(Nc1ccc(F)cc1)Oc1ccccc1, [H-], [Na+], O. Product: Cc1cc(OCc2ccccc2)ccc1N(C)C(=O)Nc1ccc(F)cc1. RXN SMILES: [CH3:1][NH:2][c:3]1[c:4]([CH3:17])[cH:5][c:6]([O:9][CH2:10][c:11]2[cH:12][cH:13][cH:14][cH:15][cH:16]2)[cH:7][cH:8]1.[CH3:38][N:39]([CH3:40])[CH:41]=[O:42].[CH3:43][CH2:44][O:45][C:46](=[O:47])[CH3:48].[F:20][c:21]1[cH:22][cH:23][c:24]([NH:27][C:28]([O:29][c:30]2[cH:31][cH:32][cH:33][cH:34][cH:35]2)=[O:36])[cH:25][cH:26]1.[H-:18].[Na+:19].[OH2:37]>>[CH3:1][N:2]([c:3]1[c:4]([CH3:17])[cH:5][c:6]([O:9][CH2:10][c:11]2[cH:12][cH:13][cH:14][cH:15][cH:16]2)[cH:7][cH:8]1)[C:28]([NH:27][c:24]1[cH:23][cH:22][c:21]([F:20])[cH:26][cH:25]1)=[O:36]. The reactants are CO, [Ni], Cc1sc(C(=O)NCc2ccc3c(c2)OCO3)cc1[N+](=O)[O-]. Product: Cc1sc(C(=O)NCc2ccc3c(c2)OCO3)cc1N. RXN SMILES: [CH3:23][OH:24].[Ni:25].[O:1]1[CH2:2][O:3][c:4]2[c:5]1[cH:6][cH:7][c:8]([CH2:10][NH:11][C:12](=[O:13])[c:14]1[s:15][c:16]([CH3:22])[c:17]([N+:19]([O-:20])=[O:21])[cH:18]1)[cH:9]2>>[O:1]1[CH2:2][O:3][c:4]2[c:5]1[cH:6][cH:7][c:8]([CH2:10][NH:11][C:12](=[O:13])[c:14]1[s:15][c:16]([CH3:22])[c:17]([NH2:19])[cH:18]1)[cH:9]2. Starting materials: [OH-].[Na+] (sodium hydroxide), C(C)OC=1C=C(C=CC1OCC)C1=NC(=NO1)C=1C=CC=C2C(=CNC12)CCC(=O)OCC (Ethyl 3-(7-{5-[3,4-bis(ethyloxy)phenyl]-1,2,4-oxadiazol-3-yl}-1H-indol-3-yl)propanoate). The solvent is O (water), O1CCCC1 (tetrahydrofuran), CO (methanol). Reaction conditions: temperature 20 celsius, time 8 hour. Product: C(C)OC=1C=C(C=CC1OCC)C1=NC(=NO1)C=1C=CC=C2C(=CNC12)CCC(=O)O (3-(7-{5-[3,4-bis(ethyloxy)phenyl]-1,2,4-oxadiazol-3-yl}-1H-indol-3-yl)propanoic acid). Isolated yield 75.7%. Reaction SMILES: [CH2:1]([O:3][C:4]1[CH:5]=[C:6]([C:13]2[O:17][N:16]=[C:15]([C:18]3[CH:19]=[CH:20][CH:21]=[C:22]4[C:26]=3[NH:25][CH:24]=[C:23]4[CH2:27][CH2:28][C:29]([O:31]CC)=[O:30])[N:14]=2)[CH:7]=[CH:8][C:9]=1[O:10][CH2:11][CH3:12])[CH3:2].[OH-].[Na+]>O1CCCC1.CO.O>[CH2:1]([O:3][C:4]1[CH:5]=[C:6]([C:13]2[O:17][N:16]=[C:15]([C:18]3[CH:19]=[CH:20][CH:21]=[C:22]4[C:26]=3[NH:25][CH:24]=[C:23]4[CH2:27][CH2:28][C:29]([OH:31])=[O:30])[N:14]=2)[CH:7]=[CH:8][C:9]=1[O:10][CH2:11][CH3:12])[CH3:2] |f:1.2|. Procedure details: To a solution of ethyl 3-(7-{5-[3,4-bis(ethyloxy)phenyl]-1,2,4-oxadiazol-3-yl}-1H-indol-3-yl)propanoate (D66) (100 mg) in tetrahydrofuran (10 mL) and methanol (10 mL) stirred at room temperature was added a solution of sodium hydroxide (45 mg) in water (10 mL) in one charge. The reaction mixture was stirred at 20° C. overnight. The organic solvent was evaporated off and the mixture was acidified with HCl (1 M) solution to pH around 1. The solid was filtered and recrystallized from acetonitrile t... Starting materials: COc1ccccc1, ClCCCl, Cl[Al](Cl)Cl, O=C(Cl)c1cccc([N+](=O)[O-])c1. The product is COc1ccc(C(=O)c2cccc([N+](=O)[O-])c2)cc1. As a reaction SMILES: [CH3:1][O:2][c:3]1[cH:4][cH:5][cH:6][cH:7][cH:8]1.[Cl:25][CH2:26][CH2:27][Cl:28].[Cl:9][Al:10]([Cl:11])[Cl:12].[N+:13](=[O:14])([O-:15])[c:16]1[cH:17][c:18]([C:19](=[O:20])[Cl:21])[cH:22][cH:23][cH:24]1>>[CH3:1][O:2][c:3]1[cH:4][cH:5][c:6]([C:19]([c:18]2[cH:17][c:16]([N+:13](=[O:14])[O-:15])[cH:24][cH:23][cH:22]2)=[O:20])[cH:7][cH:8]1.